This data is from the Open Reaction Database (ORD), a public repository of structured organic reaction records. The task is: describe an organic reaction: reactants, conditions, products, and yield Reactants: N1CCCCC1 (Piperidine), C1=CC=CC=2C3=CC=CC=C3C(C12)COC(N[C@@H](CCCCN(CC(OC(C)(C)C)=O)CC=1SC=CN1)C(=O)O)=O ((S)-1-(9H-fluoren-9-yl)-14,14-dimethyl-3,12-dioxo-10-(thiazol-2-ylmethyl)-2,13-dioxa-4,10-diazapentadecane-5-carboxylic acid). The solvent is CN(C)C=O (DMF). Reaction conditions: time 2 hour. Yields the product N[C@H](C(=O)O)CCCCN(CC=1SC=CN1)CC(=O)OC(C)(C)C ((S)-2-amino-6-((2-tert-butoxy-2-oxoethyl)(thiazol-2-ylmethyl)amino)hexanoic acid). The yield is 55.9%. As a reaction SMILES: N1CCCCC1.C1C2C(COC(=O)[NH:23][C@H:24]([C:44]([OH:46])=[O:45])[CH2:25][CH2:26][CH2:27][CH2:28][N:29]([CH2:38][C:39]3[S:40][CH:41]=[CH:42][N:43]=3)[CH2:30][C:31](=[O:37])[O:32][C:33]([CH3:36])([CH3:35])[CH3:34])C3C(=CC=CC=3)C=2C=CC=1>CN(C=O)C>[NH2:23][C@@H:24]([CH2:25][CH2:26][CH2:27][CH2:28][N:29]([CH2:30][C:31]([O:32][C:33]([CH3:36])([CH3:35])[CH3:34])=[O:37])[CH2:38][C:39]1[S:40][CH:41]=[CH:42][N:43]=1)[C:44]([OH:46])=[O:45]. Procedure: Piperidine (0.20 mL) was added to a solution of (S)-1-(9H-fluoren-9-yl)-14,14-dimethyl-3,12-dioxo-10-(thiazol-2-ylmethyl)-2,13-dioxa-4,10-diazapentadecane-5-carboxylic acid (72.5 mg, 0.125 mmol) in DMF (1.0 mL). The mixture was stirred at room temperature for 2 hrs. Solvent was evaporated under reduce pressure to afford a residue, which was purified by flash chromatography over silica gel to afford (S)-2-amino-6-((2-tert-butoxy-2-oxoethyl)(thiazol-2-ylmethyl)amino)hexanoic acid (25 mg, 35%). 1H ... Yields the product Cc1ccc(S(=O)(=O)Nc2ccccc2)cc1. Reaction SMILES: [NH2:1][c:2]1[cH:3][cH:4][cH:5][cH:6][cH:7]1.[c:8]1([CH3:18])[cH:9][cH:10][c:11]([S:14](=[O:15])(=[O:16])[Cl:17])[cH:12][cH:13]1.[cH:19]1[cH:20][cH:21][n:22][cH:23][cH:24]1>>[NH:1]([c:2]1[cH:3][cH:4][cH:5][cH:6][cH:7]1)[S:14]([c:11]1[cH:10][cH:9][c:8]([CH3:18])[cH:13][cH:12]1)(=[O:15])=[O:16]. Starting materials: Nc1ccccc1, Cc1ccc(S(=O)(=O)Cl)cc1, c1ccncc1. Starting materials: Cc1cc(Br)c2cnn(-c3cccc(C(=O)OCc4ccccc4)c3)c2c1, CC(C)(C)[O-], Cc1ccccc1, COc1ccc(F)cc1C(C)(C)CC(O)(CN)C(F)(F)F, [Na+], O=C(C=Cc1ccccc1)C=Cc1ccccc1, O=C(C=Cc1ccccc1)C=Cc1ccccc1, O=C(C=Cc1ccccc1)C=Cc1ccccc1, [Pd], [Pd]. Yields the product COc1ccc(F)cc1C(C)(C)CC(O)(CNc1cc(C)cc2c1cnn2-c1cccc(C(=O)OCc2ccccc2)c1)C(F)(F)F. RXN SMILES: [Br:22][c:23]1[c:24]2[cH:25][n:26][n:27](-[c:33]3[cH:34][c:35]([C:36](=[O:37])[O:38][CH2:39][c:40]4[cH:41][cH:42][cH:43][cH:44][cH:45]4)[cH:46][cH:47][cH:48]3)[c:28]2[cH:29][c:30]([CH3:32])[cH:31]1.[CH3:49][C:50]([CH3:51])([O-:52])[CH3:53].[CH3:55][c:56]1[cH:57][cH:58][cH:59][cH:60][cH:61]1.[NH2:1][CH2:2][C:3]([C:4]([F:5])([F:6])[F:7])([CH2:8][C:9]([CH3:10])([CH3:11])[c:12]1[c:13]([O:19][CH3:20])[cH:14][cH:15][c:16]([F:18])[cH:17]1)[OH:21].[Na+:54].[O:100]=[C:101]([CH:102]=[CH:103][c:104]1[cH:105][cH:106][cH:107][cH:108][cH:109]1)[CH:110]=[CH:111][c:112]1[cH:113][cH:114][cH:115][cH:116][cH:117]1.[O:64]=[C:65]([CH:66]=[CH:67][c:68]1[cH:69][cH:70][cH:71][cH:72][cH:73]1)[CH:74]=[CH:75][c:76]1[cH:77][cH:78][cH:79][cH:80][cH:81]1.[O:82]=[C:83]([CH:84]=[CH:85][c:86]1[cH:87][cH:88][cH:89][cH:90][cH:91]1)[CH:92]=[CH:93][c:94]1[cH:95][cH:96][cH:97][cH:98][cH:99]1.[Pd:62].[Pd:63]>>[NH:1]([CH2:2][C:3]([C:4]([F:5])([F:6])[F:7])([CH2:8][C:9]([CH3:10])([CH3:11])[c:12]1[c:13]([O:19][CH3:20])[cH:14][cH:15][c:16]([F:18])[cH:17]1)[OH:21])[c:23]1[c:24]2[cH:25][n:26][n:27](-[c:33]3[cH:34][c:35]([C:36](=[O:37])[O:38][CH2:39][c:40]4[cH:41][cH:42][cH:43][cH:44][cH:45]4)[cH:46][cH:47][cH:48]3)[c:28]2[cH:29][c:30]([CH3:32])[cH:31]1. Reactants: O=[N+]([O-])c1cc(Cl)c(NS(=O)(=O)c2ccccc2)cc1Cl, O=S(=O)(O)O. Yields the product Nc1cc(Cl)c([N+](=O)[O-])cc1Cl. As a reaction SMILES: [Cl:1][c:2]1[c:3]([NH:4][S:5]([c:6]2[cH:7][cH:8][cH:9][cH:10][cH:11]2)(=[O:12])=[O:13])[cH:14][c:15]([Cl:21])[c:16]([N+:18](=[O:19])[O-:20])[cH:17]1.[S:22](=[O:23])(=[O:24])([OH:25])[OH:26]>>[Cl:1][c:2]1[c:3]([NH2:4])[cH:14][c:15]([Cl:21])[c:16]([N+:18](=[O:19])[O-:20])[cH:17]1. Starting materials: C(C)OC(C(CC1=C(C=C(C=C1)OC(CCC)C1=C(N=C(S1)C1=CC=C(C=C1)C(F)(F)F)C)C)OCC)=O (2-ethoxy-3-(2-methyl-4-{1-[4-methyl-2-(4-trifluoromethyl-phenyl)-thiazol-5-yl]-butoxy}-phenyl)-propionic acid ethyl ester), [Li+].[OH-] (LiOH). The product is C(C)OC(C(=O)O)CC1=C(C=C(C=C1)OC(CCC)C1=C(N=C(S1)C1=CC=C(C=C1)C(F)(F)F)C)C (2-ethoxy-3-(2-methyl-4-{1-[4-methyl-2-(4-trifluoromethyl-phenyl)-thiazol-5-yl]-butoxy}-phenyl)-propionic acid). RXN SMILES: C([O:3][C:4](=[O:38])[CH:5]([O:35][CH2:36][CH3:37])[CH2:6][C:7]1[CH:12]=[CH:11][C:10]([O:13][CH:14]([C:18]2[S:22][C:21]([C:23]3[CH:28]=[CH:27][C:26]([C:29]([F:32])([F:31])[F:30])=[CH:25][CH:24]=3)=[N:20][C:19]=2[CH3:33])[CH2:15][CH2:16][CH3:17])=[CH:9][C:8]=1[CH3:34])C.[Li+].[OH-]>>[CH2:36]([O:35][CH:5]([CH2:6][C:7]1[CH:12]=[CH:11][C:10]([O:13][CH:14]([C:18]2[S:22][C:21]([C:23]3[CH:24]=[CH:25][C:26]([C:29]([F:30])([F:31])[F:32])=[CH:27][CH:28]=3)=[N:20][C:19]=2[CH3:33])[CH2:15][CH2:16][CH3:17])=[CH:9][C:8]=1[CH3:34])[C:4]([OH:38])=[O:3])[CH3:37] |f:1.2|. Reported procedure: In analogy to the procedure described in example 10 d], 2-ethoxy-3-(2-methyl-4-{1-[4-methyl-2-(4-trifluoromethyl-phenyl)-thiazol-5-yl]-butoxy}-phenyl)-propionic acid ethyl ester (mixture of two diastereomeric racemates) was treated with LiOH to obtain 2-ethoxy-3-(2-methyl-4-{1-[4-methyl-2-(4-trifluoromethyl-phenyl)-thiazol-5-yl]-butoxy}-phenyl)-propionic acid as a mixture of two diastereomeric racemates as colorless foam. Conditions: temperature 90 celsius, time 40 hour. Product: C(C)(C)(C)OC(=O)N1CC2(C1)CN(C2)C=2C=NC(=CC2)[N+](=O)[O-] (6-(6-Nitro-pyridin-3-yl)-2,6-diaza-spiro[3.3]heptane-2-carboxylic acid tert-butyl ester). Procedure details: In a 25 mL pear-shaped flask, tert-butyl 2,6-diazaspiro[3.3]heptane-2-carboxylate (2.81 g, 14.2 mmol), 5-bromo-2-nitropyridine (2.88 g, 14.2 mmol), and TEA (1.58 g, 2.17 ml, 15.6 mmol) were combined with DMSO (12 ml) to give a light yellow solution. The reaction mixture was heated to 90° C. and stirred for 40 h. Cooled to 25° C. and the reaction mixture was diluted with 50 mL H2O and extracted with EtOAc (3×50 mL). The organic layers were combined, washed with sat NaCl (1×50 mL), dried over Na2S... The solvent is O (H2O). Reactants: C1N(CC12CNC2)C(=O)OC(C)(C)C (tert-butyl 2,6-diazaspiro[3.3]heptane-2-carboxylate), BrC=1C=CC(=NC1)[N+](=O)[O-] (5-bromo-2-nitropyridine), TEA, CS(=O)C (DMSO). Reaction SMILES: [CH2:1]1[C:4]2([CH2:7][NH:6][CH2:5]2)[CH2:3][N:2]1[C:8]([O:10][C:11]([CH3:14])([CH3:13])[CH3:12])=[O:9].Br[C:16]1[CH:17]=[CH:18][C:19]([N+:22]([O-:24])=[O:23])=[N:20][CH:21]=1.CS(C)=O>O>[C:11]([O:10][C:8]([N:2]1[CH2:3][C:4]2([CH2:7][N:6]([C:16]3[CH:21]=[N:20][C:19]([N+:22]([O-:24])=[O:23])=[CH:18][CH:17]=3)[CH2:5]2)[CH2:1]1)=[O:9])([CH3:14])([CH3:13])[CH3:12]. The reactants are Cc1ccc(-c2c(NS(=O)(=O)c3ccc(C(C)(C)C)cc3)ncnc2OCCOc2ncc(S(C)=O)cn2)cc1, ClCCl, O=C(OC(=O)C(F)(F)F)C(F)(F)F. Yields the product Cc1ccc(-c2c(NS(=O)(=O)c3ccc(C(C)(C)C)cc3)ncnc2OCCOc2ncc(S)cn2)cc1. RXN SMILES: [C:1]([CH3:2])([CH3:3])([CH3:4])[c:5]1[cH:6][cH:7][c:8]([S:11](=[O:12])(=[O:13])[NH:14][c:15]2[n:16][cH:17][n:18][c:19]([O:28][CH2:29][CH2:30][O:31][c:32]3[n:33][cH:34][c:35]([S:38]([CH3:39])=[O:40])[cH:36][n:37]3)[c:20]2-[c:21]2[cH:22][cH:23][c:24]([CH3:27])[cH:25][cH:26]2)[cH:9][cH:10]1.[CH2:54]([Cl:55])[Cl:56].[F:41][C:42]([F:43])([F:44])[C:45]([O:46][C:47](=[O:48])[C:49]([F:50])([F:51])[F:52])=[O:53]>>[C:1]([CH3:2])([CH3:3])([CH3:4])[c:5]1[cH:6][cH:7][c:8]([S:11](=[O:12])(=[O:13])[NH:14][c:15]2[n:16][cH:17][n:18][c:19]([O:28][CH2:29][CH2:30][O:31][c:32]3[n:33][cH:34][c:35]([SH:38])[cH:36][n:37]3)[c:20]2-[c:21]2[cH:22][cH:23][c:24]([CH3:27])[cH:25][cH:26]2)[cH:9][cH:10]1. Starting materials: C([O-])(O)=O.[Na+] (sodium bicarbonate), ClC1=NC(=CC(=N1)C(=O)OC)Cl (methyl 2,6-dichloropyrimidine-4-carboxylate), CC1=CC=C(C=C1)B(O)O ((4-methylphenyl)boronic acid), [O-]P(=O)([O-])[O-].[K+].[K+].[K+] (potassium phosphate tribasic). The reagents and catalysts are C1=CC=C(C=C1)[PH+](C2=CC=CC=C2)[C]3[CH][CH][CH][CH]3.C1=CC=C(C=C1)[PH+](C2=CC=CC=C2)[C]3[CH][CH][CH][CH]3.C(Cl)Cl.Cl[Pd]Cl.[Fe] (dichloro[1,1′-bis(diphenylphosphino)ferrocene]palladium(II) dichloromethane adduct). Solvent: CN(C)C=O (DMF). Run at temperature 80 celsius, time 16 hour. Yields the product CC1=CC=C(C=C1)C1=NC(=CC(=N1)C(=O)OC)C1=CC=C(C=C1)C (Methyl 2,6-bis(4-methylphenyl)pyrimidine-4-carboxylate). Isolated yield 52.1%. RXN SMILES: Cl[C:2]1[N:7]=[C:6]([C:8]([O:10][CH3:11])=[O:9])[CH:5]=[C:4](Cl)[N:3]=1.[CH3:13][C:14]1[CH:19]=[CH:18][C:17](B(O)O)=[CH:16][CH:15]=1.[O-]P([O-])([O-])=O.[K+].[K+].[K+].C(=O)(O)[O-].[Na+]>CN(C=O)C.C1C=CC([PH+]([C]2[CH][CH][CH][CH]2)C2C=CC=CC=2)=CC=1.C1C=CC([PH+]([C]2[CH][CH][CH][CH]2)C2C=CC=CC=2)=CC=1.C(Cl)Cl.Cl[Pd]Cl.[Fe]>[CH3:13][C:14]1[CH:19]=[CH:18][C:17]([C:2]2[N:7]=[C:6]([C:8]([O:10][CH3:11])=[O:9])[CH:5]=[C:4]([C:17]3[CH:18]=[CH:19][C:14]([CH3:13])=[CH:15][CH:16]=3)[N:3]=2)=[CH:16][CH:15]=1 |f:2.3.4.5,6.7,9.10.11.12.13,^1:45,46,47,48,49,63,64,65,66,67|. Reported procedure: To a solution of methyl 2,6-dichloropyrimidine-4-carboxylate (0.39 g, 1.87 mmol) in DMF (15 mL) were added (4-methylphenyl)boronic acid (0.84 g, 6.17 mmol), potassium phosphate tribasic (0.79 g, 3.74 mmol) and dichloro[1,1′-bis(diphenylphosphino)ferrocene]palladium(II) dichloromethane adduct (0.15 g, 0.19 mmol). The mixture was heated to 80° C. After 16 h, the mixture was cooled to ambient temperature. Saturated aqueous sodium bicarbonate was added and the mixture was extracted with ethyl acetat...